This data is from the Open Reaction Database (ORD), a public repository of structured organic reaction records. The task is: describe an organic reaction: reactants, conditions, products, and yield Starting materials: BrC1=C2C=CC=C(C2=CC(=C1)Br)C(=O)Cl (5,7-dibromo-1-naphthalenecarboxylic acid chloride), Cl.COCN (methoxymethylamine hydrochloride), S(=O)(Cl)Cl (thionyl chloride). Solvent: CN(C)C=O (DMF). Product: C(C)(=O)C1=CC=CC2=C(C=C(C=C12)Br)Br (1-acetyl-5,7-dibromonaphthalene). Reaction SMILES: S(Cl)(Cl)=O.[Br:5][C:6]1[CH:15]=[C:14]([Br:16])[CH:13]=[C:12]2[C:7]=1[CH:8]=[CH:9][CH:10]=[C:11]2[C:17](Cl)=[O:18].Cl.[CH3:21]OCN>CN(C=O)C>[C:17]([C:11]1[C:12]2[C:7](=[C:6]([Br:5])[CH:15]=[C:14]([Br:16])[CH:13]=2)[CH:8]=[CH:9][CH:10]=1)(=[O:18])[CH3:21] |f:2.3|. Procedure details: The 1-acetyl-5,7-dibromonaphthalene used in the foregoing procedure was prepared by dibromination of benz[cd]indol-2-(1H)-one with bromine in glacial acetic acid to give 41 g of 6,8-dibromobenz[cd]indol-2(1H)-one, m.p. 259°-260° C. The latter (12.8 g) was heated under reflux for one hour in two liters of 5% potassium hydroxide, the reaction mixture was cooled, filtered and then treated with 28 g of a solution of sodium nitrite in 50 ml of water. The resulting solution, cooled to 0° C., was added... Reactants: O.CCOCC (water ether), C(#N)C1=C(C=CC=C1OC)O (2-Cyano-3-methoxyphenol), C([O-])([O-])=O.[K+].[K+] (potassium carbonate), C(Br)C1CO1 (epibromohydrin). Solvent: CC(=O)C (acetone). Run at time 72 hour. Yields the product C(C1CO1)OC1=C(C(=CC=C1)OC)C#N (2-cyano-3-methoxyphenyl glycidyl ether). The yield is 32.0%. RXN SMILES: [C:1]([C:3]1[C:8]([O:9][CH3:10])=[CH:7][CH:6]=[CH:5][C:4]=1[OH:11])#[N:2].C(=O)([O-])[O-].[K+].[K+].[CH2:18]([CH:20]1[O:22][CH2:21]1)Br.O.CCOCC>CC(C)=O>[CH2:18]([O:11][C:4]1[CH:5]=[CH:6][CH:7]=[C:8]([O:9][CH3:10])[C:3]=1[C:1]#[N:2])[CH:20]1[O:22][CH2:21]1 |f:1.2.3,5.6|. Reported procedure: 2-Cyano-3-methoxyphenol (1 g, 6.7 mmol) and powdered potassium carbonate (2.78 g, 20.1 mmol) were stirred in 15 mL of acetone for 5 minutes, followed by addition of epibromohydrin (1.38 g, 10.1 mmol). The mixture was stirred for 72 hours then poured into water/ether. The ether layer was separated, washed with sodium carbonate and saturated brine, dried over anhydrous sodium sulfate, and concentrated. The resulting crude solid was triturated with ether/hexane, filtered, and dried under vacuum to ... Reactants: OC1=CC=C(C=CC(=O)O)C=C1 (4-hydroxycinnamic acid), C1(O)=CC=C(O)C=C1 (hydroquinone), N12CCCCCC2=NCCC1 (1,8-diazabicyclo[5.4.0]undec-7-ene). Run in CS(=O)C (dimethyl sulfoxide). Reaction conditions: temperature 135 celsius. The product is OC1=CC=C(C=C)C=C1 (4-hydroxystyrene), powder. RXN SMILES: [OH:1][C:2]1[CH:12]=[CH:11][C:5]([CH:6]=[CH:7]C(O)=O)=[CH:4][CH:3]=1.C1(C=CC(O)=CC=1)O.N12CCCN=C1CCCCC2>CS(C)=O>[OH:1][C:2]1[CH:12]=[CH:11][C:5]([CH:6]=[CH2:7])=[CH:4][CH:3]=1. Procedure details: In a 1-liter sulfonating flask equipped with mechanical stirrer, reflux condenser and nitrogen delivery line, 300 ml of dimethyl sulfoxide are added to 150 g (0.91 mol) of 4-hydroxycinnamic acid, 6 g (54 mmol) of hydroquinone and 6 g (39 mmol) of 1,8-diazabicyclo[5.4.0]undec-7-ene. The mixture is then heated at 135° C. for 31/2 hours. After cooling, the mixture is poured onto ice and extracted three times with 500 ml of diethyl ether, and the organic phase is washed five times with 100 ml of wat... Starting materials: CC(=O)c1cc2cccc(Br)c2o1, O=C([O-])[O-], CCCOc1c(B(O)O)cc(CC)cc1C(C)(C)C, CCO, Cc1ccccc1, [Na+], [Na+], c1ccc(P(c2ccccc2)(c2ccccc2)[Pd](P(c2ccccc2)(c2ccccc2)c2ccccc2)(P(c2ccccc2)(c2ccccc2)c2ccccc2)P(c2ccccc2)(c2ccccc2)c2ccccc2)cc1. Yields the product CCCOc1c(-c2cccc3cc(C(C)=O)oc23)cc(CC)cc1C(C)(C)C. RXN SMILES: [C:1]([CH3:2])(=[O:3])[c:4]1[cH:5][c:6]2[c:7]([o:8]1)[c:9]([Br:13])[cH:10][cH:11][cH:12]2.[C:36](=[O:37])([O-:38])[O-:39].[CH2:14]([CH2:15][CH3:16])[O:17][c:18]1[c:19]([B:30]([OH:31])[OH:32])[cH:20][c:21]([CH2:28][CH3:29])[cH:22][c:23]1[C:24]([CH3:25])([CH3:26])[CH3:27].[CH3:33][CH2:34][OH:35].[CH3:42][c:43]1[cH:44][cH:45][cH:46][cH:47][cH:48]1.[Na+:40].[Na+:41].[cH:49]1[cH:50][cH:51][c:52]([P:53]([Pd:54]([P:55]([c:56]2[cH:57][cH:58][cH:59][cH:60][cH:61]2)([c:62]2[cH:63][cH:64][cH:65][cH:66][cH:67]2)[c:68]2[cH:69][cH:70][cH:71][cH:72][cH:73]2)([P:74]([c:75]2[cH:76][cH:77][cH:78][cH:79][cH:80]2)([c:81]2[cH:82][cH:83][cH:84][cH:85][cH:86]2)[c:87]2[cH:88][cH:89][cH:90][cH:91][cH:92]2)[P:93]([c:94]2[cH:95][cH:96][cH:97][cH:98][cH:99]2)([c:100]2[cH:101][cH:102][cH:103][cH:104][cH:105]2)[c:106]2[cH:107][cH:108][cH:109][cH:110][cH:111]2)([c:112]2[cH:113][cH:114][cH:115][cH:116][cH:117]2)[c:118]2[cH:119][cH:120][cH:121][cH:122][cH:123]2)[cH:124][cH:125]1>>[C:1]([CH3:2])(=[O:3])[c:4]1[cH:5][c:6]2[c:7]([o:8]1)[c:9](-[c:19]1[c:18]([O:17][CH2:14][CH2:15][CH3:16])[c:23]([C:24]([CH3:25])([CH3:26])[CH3:27])[cH:22][c:21]([CH2:28][CH3:29])[cH:20]1)[cH:10][cH:11][cH:12]2. The reactants are BrB(Br)Br, COc1cccc2c1CCN(C(=O)C(F)(F)F)CC2, ClCCl. The product is O=C(N1CCc2cccc(O)c2CC1)C(F)(F)F. Reaction SMILES: [B:1]([Br:2])([Br:3])[Br:4].[CH3:5][O:6][c:7]1[cH:8][cH:9][cH:10][c:11]2[c:17]1[CH2:16][CH2:15][N:14]([C:18]([C:19]([F:20])([F:21])[F:22])=[O:23])[CH2:13][CH2:12]2.[Cl:24][CH2:25][Cl:26]>>[OH:6][c:7]1[cH:8][cH:9][cH:10][c:11]2[c:17]1[CH2:16][CH2:15][N:14]([C:18]([C:19]([F:20])([F:21])[F:22])=[O:23])[CH2:13][CH2:12]2.